Dataset: the Open Reaction Database (ORD), a public repository of structured organic reaction records. Task: describe an organic reaction: reactants, conditions, products, and yield Solvent: O1CCOCC1 (dioxane), O.CCOC(=O)C (H2O EtOAc). The reactants are O1CCNC2=C1C=C(C=C2)OC2=C1C3=C(C(NC1=NC=C2)=O)C=CC=C3 (1-(3,4-Dihydro-2H-benzo[1,4]oxazin-7-yloxy)-5H-benzo[c][1,8]naphthyridin-6-one), ClC1=CC=C(C=C1)N=C=O (1-chloro-4-isocyanato-benzene), CCN(C(C)C)C(C)C (DIEA). Yield: 73.0%. Reaction SMILES: [O:1]1[C:6]2[CH:7]=[C:8]([O:11][C:12]3[CH:21]=[CH:20][N:19]=[C:18]4[C:13]=3[C:14]3[CH:26]=[CH:25][CH:24]=[CH:23][C:15]=3[C:16](=[O:22])[NH:17]4)[CH:9]=[CH:10][C:5]=2[NH:4][CH2:3][CH2:2]1.[Cl:27][C:28]1[CH:33]=[CH:32][C:31]([N:34]=[C:35]=[O:36])=[CH:30][CH:29]=1.CCN(C(C)C)C(C)C>O1CCOCC1.O.CCOC(C)=O>[Cl:27][C:28]1[CH:33]=[CH:32][C:31]([NH:34][C:35]([N:4]2[C:5]3[CH:10]=[CH:9][C:8]([O:11][C:12]4[CH:21]=[CH:20][N:19]=[C:18]5[C:13]=4[C:14]4[CH:26]=[CH:25][CH:24]=[CH:23][C:15]=4[C:16](=[O:22])[NH:17]5)=[CH:7][C:6]=3[O:1][CH2:2][CH2:3]2)=[O:36])=[CH:30][CH:29]=1 |f:4.5|. Reported procedure: Compound 218 (50 mg, 0.14 mmol), 1-chloro-4-isocyanato-benzene (33 mg, 0.22 mmol), and DIEA (0.07 mL, 0.43 mmol) were dissolved in dioxane (2 mL) and stirred and stirred for 30 minutes at 100° C. in microwave. The reaction mixture was diluted with H2O/EtOAc. The resulting precipitate was filtered, washed with EtOAc, and dried under vacuum to provide 220 (51 mg, 71% yield) as a tan solid. LC-MS (M+H=499, obsd.=499). The product is ClC1=CC=C(C=C1)NC(=O)N1CCOC2=C1C=CC(=C2)OC2=C1C3=C(C(NC1=NC=C2)=O)C=CC=C3 (7-(6-Oxo-5,6-dihydro-benzo[c][1,8]naphthyridin-1-yloxy)-2,3-dihydro-benzo[1,4]oxazine-4-carboxylic acid (4-chloro-phenyl)-amide). The reactants are C[C@@H]1C=C2[C@@]([C@H]3[C@H]1[C@@]4([C@@H]([C@H]3OC(=O)C)[C@H]5[C@H]([C@@H]([C@@H]4OC(=O)C)OC(=O)C)[C@@]6([C@H](C[C@H]7[C@@H]([C@@H]6OC(=O)C)O7)C(=O)[C@@H]5O)C)C)([C@](C(=O)O2)(C)O)C (Taccalonolide A). Solvent: CO (methanol), C([O-])(O)=O.[Na+] (sodium bicarbonate). Reaction conditions: time 44 hour. The product is C[C@@H]1C=C2[C@@]([C@H]3[C@H]1[C@@]4([C@@H]([C@H]3O)[C@H]5[C@H]([C@@H]([C@@H]4OC(=O)C)OC(=O)C)[C@@]6([C@H](C[C@H]7[C@@H]([C@@H]6OC(=O)C)O7)C(=O)[C@@H]5O)C)C)([C@](C(=O)O2)(C)O)C (taccalonolide B). The yield is 68.6%. As a reaction SMILES: [CH3:1][C@H:2]1[C@@H:7]2[C@@:8]3([CH3:43])[C@@H:18]([O:19][C:20]([CH3:22])=[O:21])[C@@H:17]([O:23][C:24]([CH3:26])=[O:25])[C@@H:16]4[C@@:27]5([CH3:42])[C@@H:32]([O:33][C:34]([CH3:36])=[O:35])[C@H:31]6[O:37][C@H:30]6[CH2:29][C@@H:28]5[C:38]([C@H:40]([OH:41])[C@H:15]4[C@@H:9]3[C@@H:10]([O:11]C(C)=O)[C@H:6]2[C@@:5]2([CH3:50])[C@@:44]([OH:49])([CH3:48])[C:45]([O:47][C:4]2=[CH:3]1)=[O:46])=[O:39]>CO.C(=O)(O)[O-].[Na+]>[CH3:1][C@H:2]1[C@@H:7]2[C@@:8]3([CH3:43])[C@@H:18]([O:19][C:20]([CH3:22])=[O:21])[C@@H:17]([O:23][C:24]([CH3:26])=[O:25])[C@@H:16]4[C@@:27]5([CH3:42])[C@@H:32]([O:33][C:34]([CH3:36])=[O:35])[C@H:31]6[O:37][C@H:30]6[CH2:29][C@@H:28]5[C:38]([C@H:40]([OH:41])[C@H:15]4[C@@H:9]3[C@@H:10]([OH:11])[C@H:6]2[C@@:5]2([CH3:50])[C@@:44]([OH:49])([CH3:48])[C:45]([O:47][C:4]2=[CH:3]1)=[O:46])=[O:39] |f:2.3|. Procedure details: Taccalonolide A (40 mg) was dissolved in 4 mL of methanol and to this solution 8 mL of 0.05 M sodium bicarbonate was added. The solution was stirred at room temperature for 44 hours. The reaction solution was extracted with EtOAc and purified on HPLC to yield 25.8 mg of taccalonolide B. Taccalonolides N and AB were produced by hydrolysis of taccalonolides E and Z, respectively, using the same method. Taccalonolide AB was obtained as white powder. The LC/MS showed pseudomolecular ions at 677 [M+H... The reactants are C1CCOC1, Cc1cc(C=O)sn1, CCN. Reaction SMILES: [CH2:12]1[O:13][CH2:14][CH2:15][CH2:16]1.[CH3:1][c:2]1[n:3][s:4][c:5]([CH:7]=[O:8])[cH:6]1.[CH3:9][CH2:10][NH2:11]>>[CH3:1][c:2]1[n:3][s:4][c:5]([CH2:7][NH:11][CH2:10][CH3:9])[cH:6]1. Product: CCNCc1cc(C)ns1.